Dataset: the Open Reaction Database (ORD), a public repository of structured organic reaction records. Task: describe an organic reaction: reactants, conditions, products, and yield Starting materials: C12(CCCCC2C1)COC1=CC(=C(C(=O)OC(C)(C)C)C=C1Cl)F (tert-butyl 4-(bicyclo[4.1.0]heptan-1-ylmethoxy)-5-chloro-2-fluorobenzoate), C12CC(CC2C1)COC1=CC(=C(C(=O)OC(C)(C)C)C=C1Cl)F (tert-butyl 4-(bicyclo[3.1.0]hexan-3-ylmethoxy)-5-chloro-2-fluorobenzoate). Product: C12CC(CC2C1)COC1=CC(=C(C(=O)OC(C)(C)C)C=C1C1CC1)F (tert-butyl 4-(bicyclo[3.1.0]hexan-3-ylmethoxy)-5-cyclopropyl-2-fluorobenzoate), solid. The yield is 70.0%. Reaction SMILES: [C:1]12([CH2:8][O:9][C:10]3[C:22](Cl)=[CH:21][C:13]([C:14]([O:16][C:17]([CH3:20])([CH3:19])[CH3:18])=[O:15])=[C:12]([F:24])[CH:11]=3)C[CH:6]1[CH2:5][CH2:4][CH2:3][CH2:2]2.[CH:25]12[CH2:30][CH:29]1CC(COC1C(Cl)=CC(C(OC(C)(C)C)=O)=C(F)C=1)C2>>[CH:5]12[CH2:4][CH:3]1[CH2:2][CH:1]([CH2:8][O:9][C:10]1[C:22]([CH:25]3[CH2:30][CH2:29]3)=[CH:21][C:13]([C:14]([O:16][C:17]([CH3:18])([CH3:19])[CH3:20])=[O:15])=[C:12]([F:24])[CH:11]=1)[CH2:6]2. Reported procedure: Following the procedure as described in Example 342 Step 4 and making variations as required to replace tert-butyl 4-(bicyclo[4.1.0]heptan-1-ylmethoxy)-5-chloro-2-fluorobenzoate with tert-butyl 4-(bicyclo[3.1.0]hexan-3-ylmethoxy)-5-chloro-2-fluorobenzoate, the title compound was obtained as a colourless solid (1.20 g, 70% yield): 1H NMR (300 MHz, CDCl3) δ 7.35 (d, J=8.4 Hz, 1H), 6.43 (d, J=12.7 Hz, 1H), 3.78 (d, J=7.4 Hz, 2H), 2.88-2.74 (m, 2H), 2.16-2.07 (m, 1H), 1.98-1.89 (m, 1H), 1.55 (s, 9H)... Starting materials: ClC=1N=C(C2=C(N1)C=C(S2)C=O)N2CCOCC2 (2-Chloro-4-morpholin-4-yl-thieno[3,2-d]pyrimidine-6-carbaldehyde), CC1(OB(OC1(C)C)C1=C2C=NNC2=CC=C1)C (4-(4,4,5,5-tetramethyl-[1,3,2]dioxaborolan-2-yl)-1H-indazole), C([O-])([O-])=O.[Na+].[Na+] (sodium carbonate), C(C)O (ethanol). Reagents/catalysts: Cl[Pd]([P](C1=CC=CC=C1)(C2=CC=CC=C2)C3=CC=CC=C3)([P](C4=CC=CC=C4)(C5=CC=CC=C5)C6=CC=CC=C6)Cl (bis(triphenylphosphine)palladium(II) chloride). Solvent: O (water), C1(=CC=CC=C1)C (toluene). The product is N1N=CC2=C(C=CC=C12)C=1N=C(C2=C(N1)C=C(S2)C=O)N2CCOCC2 (2-(1H-Indazol-4-yl)-4-morpholin-4-yl-thieno[3,2-d]pyrimidine-6-carbaldehyde). Yield: 75.8%. As a reaction SMILES: Cl[C:2]1[N:3]=[C:4]([N:13]2[CH2:18][CH2:17][O:16][CH2:15][CH2:14]2)[C:5]2[S:10][C:9]([CH:11]=[O:12])=[CH:8][C:6]=2[N:7]=1.CC1(C)C(C)(C)OB([C:27]2[CH:35]=[CH:34][CH:33]=[C:32]3[C:28]=2[CH:29]=[N:30][NH:31]3)O1.C(=O)([O-])[O-].[Na+].[Na+].C(O)C>C1(C)C=CC=CC=1.Cl[Pd](Cl)([P](C1C=CC=CC=1)(C1C=CC=CC=1)C1C=CC=CC=1)[P](C1C=CC=CC=1)(C1C=CC=CC=1)C1C=CC=CC=1.O>[NH:31]1[C:32]2[C:28](=[C:27]([C:2]3[N:3]=[C:4]([N:13]4[CH2:18][CH2:17][O:16][CH2:15][CH2:14]4)[C:5]4[S:10][C:9]([CH:11]=[O:12])=[CH:8][C:6]=4[N:7]=3)[CH:35]=[CH:34][CH:33]=2)[CH:29]=[N:30]1 |f:2.3.4,^1:55,74|. Reported procedure: A mixture of 2-chloro-4-morpholin-4-yl-thieno[3,2-d]pyrimidine-6-carbaldehyde 10 (100 mg, 0.35 mmol), 4-(4,4,5,5-tetramethyl-[1,3,2]dioxaborolan-2-yl)-1H-indazole (70) (95 mg, 0.39 mmol) and sodium carbonate (112 mg) were suspended in toluene (2.5 mL), ethanol (1.5 mL) and water (0.7 mL). To this was added bis(triphenylphosphine)palladium(II) chloride (13.5 mg) and the reaction vessel was flushed with argon. The reaction mixture was microwaved at 120° C. for 1 h and then partitioned between DCM ...